describe an organic reaction: reactants, conditions, products, and yield From a dataset of the Open Reaction Database (ORD), a public repository of structured organic reaction records. The reactants are COC=1C=C2C=CC=C(C2=CC1)O (6-methoxy-1-naphthol), C(C)(C)N1CC(C1)O (1-(iso-propyl)-3-azetidinol), [OH-].[K+] (potassium hydroxide), Cl (hydrochloride). Reaction conditions: temperature 140 celsius. The product is 17.7, Cl.COC=1C=C2C=CC=C(C2=CC1)OCC(CNC(C)C)O (1-(6'-methoxy-1-naphthoxy)-3-(iso-propylamino)-2-propanol hydrochloride). The yield is 57.5%. As a reaction SMILES: [CH3:1][O:2][C:3]1[CH:4]=[C:5]2[C:10](=[CH:11][CH:12]=1)[C:9]([OH:13])=[CH:8][CH:7]=[CH:6]2.[CH:14]([N:17]1[CH2:20][CH:19]([OH:21])[CH2:18]1)([CH3:16])[CH3:15].[OH-].[K+].[ClH:24]>>[ClH:24].[CH3:1][O:2][C:3]1[CH:4]=[C:5]2[C:10](=[CH:11][CH:12]=1)[C:9]([O:13][CH2:20][CH:19]([OH:21])[CH2:18][NH:17][CH:14]([CH3:16])[CH3:15])=[CH:8][CH:7]=[CH:6]2 |f:2.3,5.6|. Procedure details: A mixture of 9.5 parts of 6-methoxy-1-naphthol, 5.8 parts of 1-(iso-propyl)-3-azetidinol and 0.3 part of potassium hydroxide was heated under nitrogen gas at 140° C. for 8 hours with agitation. The reaction mixture was treated in the same manner as in Example 1, and when the resulting hydrochloride was recrystallized from iso-propyl alcohol, there was obtained 17.7 parts of 1-(6'-methoxy-1-naphthoxy)-3-(iso-propylamino)-2-propanol hydrochloride melting at 165° - 167° C. The yield was 57.5%. The reactants are C#CCN1CC(=O)N(CO)C1=O, COC(=O)C(F)=CC1C(C(=O)O)C1(C)C, ClC(Cl)Cl. Yields the product C#CCN1CC(=O)N(COC(=O)C2C(C=C(F)C(=O)OC)C2(C)C)C1=O. RXN SMILES: [CH2:16]([C:17]#[CH:18])[N:19]1[C:20](=[O:27])[N:21]([CH2:25][OH:26])[C:22](=[O:24])[CH2:23]1.[CH3:1][C:2]1([CH3:15])[CH:3]([C:12](=[O:13])[OH:14])[CH:4]1[CH:5]=[C:6]([C:7]([O:8][CH3:9])=[O:10])[F:11].[CH:28]([Cl:29])([Cl:30])[Cl:31]>>[CH3:1][C:2]1([CH3:15])[CH:3]([C:12](=[O:13])[O:14][CH2:25][N:21]2[C:20](=[O:27])[N:19]([CH2:16][C:17]#[CH:18])[CH2:23][C:22]2=[O:24])[CH:4]1[CH:5]=[C:6]([C:7]([O:8][CH3:9])=[O:10])[F:11]. The reactants are NC1=C(C#N)C(=CC=C1)OCCCCSC (2-amino-6-(4-(methylthio)-butoxy)benzonitrile), S(N)(=O)(=O)Cl (sulfamoyl chloride). Yields the product S(N)(=O)(=O)NC1=C(C#N)C(=CC=C1)OCCCCSC (2-sulfamoylamino-6-(4-(methylthio)butoxy)benzonitrile). Isolated yield 66.0%. RXN SMILES: [NH2:1][C:2]1[CH:9]=[CH:8][CH:7]=[C:6]([O:10][CH2:11][CH2:12][CH2:13][CH2:14][S:15][CH3:16])[C:3]=1[C:4]#[N:5].[S:17](Cl)(=[O:20])(=[O:19])[NH2:18]>>[S:17]([NH:1][C:2]1[CH:9]=[CH:8][CH:7]=[C:6]([O:10][CH2:11][CH2:12][CH2:13][CH2:14][S:15][CH3:16])[C:3]=1[C:4]#[N:5])(=[O:20])(=[O:19])[NH2:18]. Procedure: Prepared as in Example 215a from 2-amino-6-(4-(methylthio)-butoxy)benzonitrile (Example 244b) and sulfamoyl chloride in 66% yield. MS 316 (MH+). Starting materials: CC=1C=2N(C=CN1)C=CC2 (1-methylpyrrolo[1,2-a]pyrazine), BrN1C(CCC1=O)=O (N-bromosuccinimide). Run in C(Cl)(Cl)Cl (chloroform). Run at time 30 minute. The product is BrC1=CC=C2N1C=CN=C2C (6-bromo-1-methyl-pyrrolo[1,2-a]pyrazine). The yield is 79.3%. As a reaction SMILES: [CH3:1][C:2]1[C:3]2[N:4]([CH:8]=[CH:9][CH:10]=2)[CH:5]=[CH:6][N:7]=1.[Br:11]N1C(=O)CCC1=O>C(Cl)(Cl)Cl>[Br:11][C:8]1[N:4]2[CH:5]=[CH:6][N:7]=[C:2]([CH3:1])[C:3]2=[CH:10][CH:9]=1. Procedure: 5.0 g of 1-methylpyrrolo[1,2-a]pyrazine prepared in Preparation Example 2 was dissolved in 60 ml of chloroform; and 6.7 g of N-bromosuccinimide was added thereto at 0° C. The reaction mixture was stirred for 30 minutes at the same temperature; and the resulting solution was concentrated. The residue was chromatographed over silica gel to obtain 6.3 g of title compound (yield: 80%). The reactants are ClC=1C=C(C#N)C=C(C1)OC1=C2C=NN(C2=CC=C1Cl)CC1=NNC2=NC=CC=C21 (3-chloro-5-{[5-chloro-1-(1H-pyrazolo[3,4-b]pyridin-3-ylmethyl)-1H-indazol-4-yl]oxy}benzonitrile), C1=CC(=CC(=C1)Cl)C(=O)OO (mCPBA). Conditions: time 18 hour. Yields the product ClC=1C=C(C#N)C=C(C1)OC1=C2C=NN(C2=CC=C1Cl)CC1=NNC2=[N+](C=CC=C21)[O-] (3-chloro-5-({5-chloro-1-[(7-oxido-1H-pyrazolo[3,4-b]pyridin-3-yl)methyl]-1H-indazol-4-yl}oxy)benzonitrile). Reaction SMILES: [Cl:1][C:2]1[CH:3]=[C:4]([CH:7]=[C:8]([O:10][C:11]2[C:19]([Cl:20])=[CH:18][CH:17]=[C:16]3[C:12]=2[CH:13]=[N:14][N:15]3[CH2:21][C:22]2[C:30]3[C:25](=[N:26][CH:27]=[CH:28][CH:29]=3)[NH:24][N:23]=2)[CH:9]=1)[C:5]#[N:6].C1C=C(Cl)C=C(C(OO)=[O:39])C=1>>[Cl:1][C:2]1[CH:3]=[C:4]([CH:7]=[C:8]([O:10][C:11]2[C:19]([Cl:20])=[CH:18][CH:17]=[C:16]3[C:12]=2[CH:13]=[N:14][N:15]3[CH2:21][C:22]2[C:30]3[C:25](=[N+:26]([O-:39])[CH:27]=[CH:28][CH:29]=3)[NH:24][N:23]=2)[CH:9]=1)[C:5]#[N:6]. Procedure details: To a suspension of 3-chloro-5-{[5-chloro-1-(1H-pyrazolo[3,4-b]pyridin-3-ylmethyl)-1H-indazol-4-yl]oxy}benzonitrile (96 mg, 0.221 mmol) was added mCPBA (59.8 mg, 0.243 mmol) and stirred at room temperature for 18 hours. The suspension was concentrated in vacuo and then resuspended in DMF (5 mL). This suspension was filtered and then purified by reverse phase HPLC (Luna column, 10μ, C18, 250×21.2 cm) eluting with 5-95% ACN/water with 0.1% TFA). The desired fractions were concentrated to dryness an... The reactants are CN(C)C=O, O=C(Cl)C(=O)Cl, ClCCCl, O=C(O)c1ccc(OC(F)(F)F)cc1[N+](=O)[O-]. Yields the product COC(=O)c1ccc(OC(F)(F)F)cc1[N+](=O)[O-]. RXN SMILES: [CH3:28][N:29]([CH3:30])[CH:31]=[O:32].[Cl:18][C:19]([C:20]([Cl:21])=[O:22])=[O:23].[Cl:24][CH2:25][CH2:26][Cl:27].[N+:1](=[O:2])([O-:3])[c:4]1[c:5]([C:6](=[O:7])[OH:8])[cH:9][cH:10][c:11]([O:13][C:14]([F:15])([F:16])[F:17])[cH:12]1>>[N+:1](=[O:2])([O-:3])[c:4]1[c:5]([C:6](=[O:7])[O:8][CH3:19])[cH:9][cH:10][c:11]([O:13][C:14]([F:15])([F:16])[F:17])[cH:12]1. Reaction SMILES: [CH3:1][O:2][c:3]1[cH:4][c:5]2[cH:6][cH:7][c:8]([NH:13][c:14]3[cH:15][cH:16][c:17]([OH:20])[cH:18][cH:19]3)[cH:9][c:10]2[cH:11][cH:12]1.[CH3:27][C:28]([Cl:29])=[O:30].[Cl:32][CH2:33][Cl:34].[ClH:31].[cH:21]1[cH:22][cH:23][n:24][cH:25][cH:26]1>>[CH3:1][O:2][c:3]1[cH:4][c:5]2[cH:6][cH:7][c:8]([N:13]([c:14]3[cH:15][cH:16][c:17]([OH:20])[cH:18][cH:19]3)[C:28]([CH3:27])=[O:30])[cH:9][c:10]2[cH:11][cH:12]1. Yields the product COc1ccc2cc(N(C(C)=O)c3ccc(O)cc3)ccc2c1. Reactants: COc1ccc2cc(Nc3ccc(O)cc3)ccc2c1, CC(=O)Cl, ClCCl, Cl, c1ccncc1. The reagents and catalysts are dcype. Yields the product COc3ccc(P(=O)(C1CCCCC1)C2CCCCC2)cc3. The reactants are COc1ccc(OC(=O)C(C)(C)C)cc1 (substrate), C1CCCCC1P(=O)C2CCCCC2 (effective_coupling_partner). Reaction conditions: temperature 100 celsius, time 24 hour. Reactants: ClC1=NC=C(C=C1)CCl (2-chloro-5-(chloromethyl)pyridine), N1C=NC=C1 (imidazole), C([O-])([O-])=O.[K+].[K+] (potassium carbonate). The solvent is C(C)#N (acetonitrile). Conditions: temperature 80 celsius. The product is ClC1=NC=C(C=C1)CN1C=NC=C1 (2-Chloro-5-imidazol-1-ylmethyl-pyridine). Isolated yield 68.7%. Reaction SMILES: [Cl:1][C:2]1[CH:7]=[CH:6][C:5]([CH2:8]Cl)=[CH:4][N:3]=1.[NH:10]1[CH:14]=[CH:13][N:12]=[CH:11]1.C(=O)([O-])[O-].[K+].[K+]>C(#N)C>[Cl:1][C:2]1[CH:7]=[CH:6][C:5]([CH2:8][N:10]2[CH:14]=[CH:13][N:12]=[CH:11]2)=[CH:4][N:3]=1 |f:2.3.4|. Procedure details: To a solution of 2-chloro-5-(chloromethyl)pyridine (500 mg, 3.08 mmole) in 4 mL of dry acetonitrile is added 420 mL (6.17 mmol) of imidazole followed by 852 mg (6.17 mmol) of potassium carbonate. The reaction is heated at 80° C. for 20 h. After cooling, the reaction mixture is quenched with 5 mL of water, extracted three-times with methylene chloride, and dried over sodium sulfate. Concentration of the solvent provided an oil which was purified by silica gel chromatography to provide 410 mg (69%... Reactants: FC1=CC=C(C=C1)C=1OC=C(N1)C(CN)(C)C (2-(2-(4-fluorophenyl)oxazol-4-yl)-2-methylpropan-1-amine), FC(C(=O)C1=CN=C(S1)C=1C=C(C(=O)O)C=CC1)(F)F (3-(5-(2,2,2-trifluoroacetyl)thiazol-2-yl)benzoic acid). The product is FC1=CC=C(C=C1)C=1OC=C(N1)C(CNC(C1=CC(=CC=C1)C=1SC(=CN1)C(C(F)(F)F)=O)=O)(C)C (N-(2-(2-(4-Fluorophenyl)oxazol-4-yl)-2-methylpropyl)-3-(5-(2,2,2-trifluoroacetyl)thiazol-2-yl)benzamide). Yield: 3.0%. RXN SMILES: [F:1][C:2]1[CH:7]=[CH:6][C:5]([C:8]2[O:9][CH:10]=[C:11]([C:13]([CH3:17])([CH3:16])[CH2:14][NH2:15])[N:12]=2)=[CH:4][CH:3]=1.[F:18][C:19]([F:37])([F:36])[C:20]([C:22]1[S:26][C:25]([C:27]2[CH:28]=[C:29]([CH:33]=[CH:34][CH:35]=2)[C:30](O)=[O:31])=[N:24][CH:23]=1)=[O:21]>>[F:1][C:2]1[CH:3]=[CH:4][C:5]([C:8]2[O:9][CH:10]=[C:11]([C:13]([CH3:17])([CH3:16])[CH2:14][NH:15][C:30](=[O:31])[C:29]3[CH:33]=[CH:34][CH:35]=[C:27]([C:25]4[S:26][C:22]([C:20](=[O:21])[C:19]([F:37])([F:18])[F:36])=[CH:23][N:24]=4)[CH:28]=3)[N:12]=2)=[CH:6][CH:7]=1. Procedure: This compound was synthesized from 2-(2-(4-fluorophenyl)oxazol-4-yl)-2-methylpropan-1-amine and 3-(5-(2,2,2-trifluoroacetyl)thiazol-2-yl)benzoic acid as described in example 8 step 6 (7 mg, yield 3%). 1H NMR (400 MHz, DMSO-d6) δ 8.56-8.53 (t, J=5.5 Hz, 1H), 8.35 (m, 1H), 8.28 (m, 2H), 8.10-8.08 (m, 1H), 8.02-8.00 (m, 2H), 7.94 (m, 1H), 7.61-7.57 (t, J=7.8 Hz, 1H), 7.35-7.31 (t, J=8.7 Hz, 2H), 3.51-3.50 (d, J=5.8 Hz, 2H), 1.29 (s, 6H). MS (ESI) m/z: Calculated for C26H19F4N3O3S: 517.11. found: 51...